From a dataset of the Open Reaction Database (ORD), a public repository of structured organic reaction records. describe an organic reaction: reactants, conditions, products, and yield The reactants are C([O-])(O)=O.[Na+] (sodium bicarbonate), C(C)OC(=O)CN1C(=NC2=C1C=CC=C2O)CC (1-ethoxycarbonylmethyl-2-ethyl-4-hydroxy-1H-benzimidazole), ClC1=C(CBr)C(=CC=C1N(C(CNC(C=CC1=CC=C(C=C1)C(NC)=O)=O)=O)C)Cl (2,6-dichloro-3-[N-methyl-N-[4-(methylcarbamoyl)cinnamoylglycyl]amino]benzyl bromide), C([O-])([O-])=O.[K+].[K+] (potassium carbonate). The solvent is CN(C=O)C (dimethylformamide). Run at time 30 minute. Product: ClC1=C(COC2=CC=CC=3N(C(=NC32)CC)CC(=O)OCC)C(=CC=C1N(C(CNC(C=CC1=CC=C(C=C1)C(NC)=O)=O)=O)C)Cl (4-[2,6-dichloro-3-[N-methyl-N-[4-(methylcarbamoyl)cinnamoylglycyl]amino]benzyloxy]-1-ethoxycarbonylmethyl-2-ethyl-1H-benzimidazole). The yield is 82.7%. RXN SMILES: [CH2:1]([O:3][C:4]([CH2:6][N:7]1[C:11]2[CH:12]=[CH:13][CH:14]=[C:15]([OH:16])[C:10]=2[N:9]=[C:8]1[CH2:17][CH3:18])=[O:5])[CH3:2].[Cl:19][C:20]1[C:27]([N:28]([CH3:47])[C:29](=[O:46])[CH2:30][NH:31][C:32](=[O:45])[CH:33]=[CH:34][C:35]2[CH:40]=[CH:39][C:38]([C:41](=[O:44])[NH:42][CH3:43])=[CH:37][CH:36]=2)=[CH:26][CH:25]=[C:24]([Cl:48])[C:21]=1[CH2:22]Br.C(=O)([O-])[O-].[K+].[K+].C(=O)(O)[O-].[Na+]>CN(C)C=O>[Cl:19][C:20]1[C:27]([N:28]([CH3:47])[C:29](=[O:46])[CH2:30][NH:31][C:32](=[O:45])[CH:33]=[CH:34][C:35]2[CH:36]=[CH:37][C:38]([C:41](=[O:44])[NH:42][CH3:43])=[CH:39][CH:40]=2)=[CH:26][CH:25]=[C:24]([Cl:48])[C:21]=1[CH2:22][O:16][C:15]1[C:10]2[N:9]=[C:8]([CH2:17][CH3:18])[N:7]([CH2:6][C:4]([O:3][CH2:1][CH3:2])=[O:5])[C:11]=2[CH:12]=[CH:13][CH:14]=1 |f:2.3.4,5.6|. Procedure details: To a solution of 1-ethoxycarbonylmethyl-2-ethyl-4-hydroxy-1H-benzimidazole (140 mg) and 2,6-dichloro-3-[N-methyl-N-[4-(methylcarbamoyl)cinnamoylglycyl]amino]benzyl bromide (289 mg) in dimethylformamide (3 ml) was added potassium carbonate (117 mg) under ice-cooling, and the mixture was stirred for 30 minutes at the same temperature and then for 2 hours at ambient temperature. To the reaction mixture was added saturated sodium bicarbonate solution, and the mixture was extracted with ethyl acetate... The reactants are C, CC1(C)CC(=O)C=C(C(=O)O)O1, [H][H], C1CCOC1, [Pd]. Yields the product CC1(C)CC(=O)CC(C(=O)O)O1. As a reaction SMILES: [C:20].[CH3:1][C:2]1([CH3:12])[O:3][C:4]([C:9](=[O:10])[OH:11])=[CH:5][C:6](=[O:8])[CH2:7]1.[H:13][H:14].[O:15]1[CH2:16][CH2:17][CH2:18][CH2:19]1.[Pd:21]>>[CH3:1][C:2]1([CH3:12])[O:3][CH:4]([C:9](=[O:10])[OH:11])[CH2:5][C:6](=[O:8])[CH2:7]1.